This data is from the Open Reaction Database (ORD), a public repository of structured organic reaction records. The task is: describe an organic reaction: reactants, conditions, products, and yield Reactants: BrC1=CC=C2C(=NC(=NC2=C1)C1=C(C=CC(=C1)F)O)N[C@@H]1CN(CC1)C(=O)OC(C)(C)C ((S)-tert-butyl 3-(7-bromo-2-(5-fluoro-2-hydroxyphenyl)quinazolin-4-ylamino)pyrrolidine-1-carboxylate), OC1=C(C=CC=C1)C1=NC2=CC=C(C=C2C(=N1)N[C@@H]1CN(CC1)C(=O)OC(C)(C)C)C#CCO ((S)-tert-Butyl 3-(2-(2-hydroxyphenyl)-6-(3-hydroxyprop-1-ynyl)quinazolin-4-ylamino)pyrrolidine-1-carboxylate). Product: FC1=CC(=C(C=C1)O)C1=NC2=CC(=CC=C2C(=N1)N[C@@H]1CNCC1)CCCO ((S)-4-Fluoro-2-(7-(3-hydroxypropyl)-4-(pyrrolidin-3-ylamino)quinazolin-2-yl)phenol). As a reaction SMILES: Br[C:2]1[CH:11]=[C:10]2[C:5]([C:6]([NH:20][C@H:21]3[CH2:25][CH2:24][N:23](C(OC(C)(C)C)=O)[CH2:22]3)=[N:7][C:8]([C:12]3[CH:17]=[C:16]([F:18])[CH:15]=[CH:14][C:13]=3[OH:19])=[N:9]2)=[CH:4][CH:3]=1.[OH:33][C:34]1C=CC=[CH:36][C:35]=1C1N=C(N[C@H]2CCN(C(OC(C)(C)C)=O)C2)C2C(=CC=C(C#CCO)C=2)N=1>>[F:18][C:16]1[CH:15]=[CH:14][C:13]([OH:19])=[C:12]([C:8]2[N:7]=[C:6]([NH:20][C@H:21]3[CH2:25][CH2:24][NH:23][CH2:22]3)[C:5]3[C:10](=[CH:11][C:2]([CH2:36][CH2:35][CH2:34][OH:33])=[CH:3][CH:4]=3)[N:9]=2)[CH:17]=1. Procedure details: The title compound was prepared using methods analogous to those described in Synthesis 59 and 60, replacing (S)-tert-butyl 3-(6-bromo-2-(2-hydroxyphenyl)quinazolin-4-ylamino)pyrrolidine-1-carboxylate with (S)-tert-butyl 3-(7-bromo-2-(5-fluoro-2-hydroxyphenyl)quinazolin-4-ylamino)pyrrolidine-1-carboxylate in Synthesis 59-A. Reactants: CCOC(=O)Cl, Nc1cccnc1I, c1ccncc1. Yields the product CCOC(=O)Nc1cccnc1I. As a reaction SMILES: [Cl:1][C:2](=[O:3])[O:4][CH2:5][CH3:6].[NH2:7][c:8]1[c:9]([I:14])[n:10][cH:11][cH:12][cH:13]1.[cH:15]1[cH:16][cH:17][n:18][cH:19][cH:20]1>>[C:2](=[O:3])([O:4][CH2:5][CH3:6])[NH:7][c:8]1[c:9]([I:14])[n:10][cH:11][cH:12][cH:13]1. Reactants: CCOC(=O)Nc1cccc(CCNC(=O)OC(C)(C)C)c1, CCO, Cl. Product: Cl, CCOC(=O)Nc1cccc(CCN)c1. RXN SMILES: [C:1]([O:2][C:3](=[O:4])[NH:8][CH2:9][CH2:10][c:11]1[cH:12][c:13]([NH:17][C:18](=[O:19])[O:20][CH2:21][CH3:22])[cH:14][cH:15][cH:16]1)([CH3:5])([CH3:6])[CH3:7].[CH3:24][CH2:25][OH:26].[ClH:23]>>[ClH:23].[NH2:8][CH2:9][CH2:10][c:11]1[cH:12][c:13]([NH:17][C:18](=[O:19])[O:20][CH2:21][CH3:22])[cH:14][cH:15][cH:16]1. Reactants: FC1=C(C=CC=C1)[C@]1(CCN(C(O1)=O)[C@@H](C)C1=CC=C(C=C1)B1OC(C(O1)(C)C)(C)C)CC(C)(C)O ((S)-6-(2-fluorophenyl)-6-(2-hydroxy-2-methylpropyl)-3-((S)-1-(4-(4,4,5,5-tetramethyl-1,3,2-dioxaborolan-2-yl)phenyl)ethyl)-1,3-oxazinan-2-one), C1(CC1)N1C(C=C(C=C1)I)=O (1-cyclopropyl-4-iodopyridin-2(1H)-one). Product: C1(CC1)N1C(C=C(C=C1)C1=CC=C(C=C1)[C@H](C)N1C(O[C@@](CC1)(CC(C)(C)O)C1=C(C=CC=C1)F)=O)=O ((S)-3-((S)-1-(4-(1-cyclopropyl-2-oxo-1,2-dihydropyridin-4-yl)phenyl)ethyl)-6-(2-fluorophenyl)-6-(2-hydroxy-2-methylpropyl)-1,3-oxazinan-2-one). Reaction SMILES: [F:1][C:2]1[CH:7]=[CH:6][CH:5]=[CH:4][C:3]=1[C@:8]1([CH2:32][C:33]([OH:36])([CH3:35])[CH3:34])[O:13][C:12](=[O:14])[N:11]([C@H:15]([C:17]2[CH:22]=[CH:21][C:20](B3OC(C)(C)C(C)(C)O3)=[CH:19][CH:18]=2)[CH3:16])[CH2:10][CH2:9]1.[CH:37]1([N:40]2[CH:45]=[CH:44][C:43](I)=[CH:42][C:41]2=[O:47])[CH2:39][CH2:38]1>>[CH:37]1([N:40]2[CH:45]=[CH:44][C:43]([C:20]3[CH:19]=[CH:18][C:17]([C@@H:15]([N:11]4[CH2:10][CH2:9][C@@:8]([C:3]5[CH:4]=[CH:5][CH:6]=[CH:7][C:2]=5[F:1])([CH2:32][C:33]([OH:36])([CH3:35])[CH3:34])[O:13][C:12]4=[O:14])[CH3:16])=[CH:22][CH:21]=3)=[CH:42][C:41]2=[O:47])[CH2:39][CH2:38]1. Procedure details: The title compound was prepared from (S)-6-(2-fluorophenyl)-6-(2-hydroxy-2-methylpropyl)-3-((S)-1-(4-(4,4,5,5-tetramethyl-1,3,2-dioxaborolan-2-yl)phenyl)ethyl)-1,3-oxazinan-2-one and 1-cyclopropyl-4-iodopyridin-2(1H)-one following a procedure analogous to that described in Example 23 Step 9. LC-MS Method 2 tR=1.05 min, m/z=505; 1H NMR (CDCl3) δ 0.88 (m, 2H), 1.12 (s, 3H), 1.15 (s, 1H), 1.17 (s, 1H), 1.21 (s, 3H), 2.18-2.29 (m, 2H), 2.30-2.34 (m, 1H), 2.42 (d, 1H), 2.54 (d, 1H), 2.90 (m,1H), 3.35... The reactants are C(C)(C)(C)C1=CC=C(C=C1)SC1=CC=C(C=O)C=C1 (4-[4-(t-butyl)phenylthio]benzaldehyde), S1C(=S)NC(=O)C1 (rhodanine), C(C)(=O)[O-].[Na+] (sodium acetate). Run in C(C)(=O)O (acetic acid). Yields the product C(C)(C)(C)C1=CC=C(C=C1)SC1=CC=C(C=C1)C=C1C(NC(S1)=S)=O (5-[[4-[4-(t-butyl)phenylthio]phenyl]methylene]-2-thioxo-4-thiazolidinone). Isolated yield 51.9%. RXN SMILES: [C:1]([C:5]1[CH:10]=[CH:9][C:8]([S:11][C:12]2[CH:19]=[CH:18][C:15]([CH:16]=O)=[CH:14][CH:13]=2)=[CH:7][CH:6]=1)([CH3:4])([CH3:3])[CH3:2].[S:20]1[CH2:26][C:24](=[O:25])[NH:23][C:21]1=[S:22].C([O-])(=O)C.[Na+]>C(O)(=O)C>[C:1]([C:5]1[CH:10]=[CH:9][C:8]([S:11][C:12]2[CH:13]=[CH:14][C:15]([CH:16]=[C:26]3[S:20][C:21](=[S:22])[NH:23][C:24]3=[O:25])=[CH:18][CH:19]=2)=[CH:7][CH:6]=1)([CH3:4])([CH3:3])[CH3:2] |f:2.3|. Procedure details: The 4-[4-(t-butyl)phenylthio]benzaldehyde (1.5 g, 5.5 mmol) was coupled with rhodanine (0.87 g, 6.5 mmol) in the presence of sodium acetate (1.64 g, 20 mmol) and acetic acid (80 ml) essentially as previously described to yield 1.1 grams (52.3%) of the title product. Reactants: C(C1=CC=CC=C1)OC1=C2C(=CN(C2=CC(=C1)F)CC)CC(=O)N1CC2=CC=CC=C2C1 (2-(4-(benzyloxy)-1-ethyl-6-fluoro-1H-indol-3-yl)-1-(isoindolin-2-yl)ethanone), C(C1=CC=CC=C1)OC1=C2C(=CN(C2=C(C=C1F)Br)C)CC(=O)O (2-(4-(benzyloxy)-7-bromo-5-fluoro-1-methyl-1H-indol-3-yl)acetic acid). Product: C(C1=CC=CC=C1)OC1=C2C(=CN(C2=C(C=C1F)Br)C)CC(=O)NC (2-(4-(benzyloxy)-7-bromo-5-fluoro-1-methyl-1H-indol-3-yl)-N-methyl acetamide). Yield: 96.0%. As a reaction SMILES: C(OC1C=C(F)C=C2C=1C(CC(N1CC3C(=CC=CC=3)C1)=O)=[CH:12][N:13]2CC)C1C=CC=CC=1.[CH2:33]([O:40][C:41]1[C:49]([F:50])=[CH:48][C:47]([Br:51])=[C:46]2[C:42]=1[C:43]([CH2:53][C:54]([OH:56])=O)=[CH:44][N:45]2[CH3:52])[C:34]1[CH:39]=[CH:38][CH:37]=[CH:36][CH:35]=1>>[CH2:33]([O:40][C:41]1[C:49]([F:50])=[CH:48][C:47]([Br:51])=[C:46]2[C:42]=1[C:43]([CH2:53][C:54]([NH:13][CH3:12])=[O:56])=[CH:44][N:45]2[CH3:52])[C:34]1[CH:39]=[CH:38][CH:37]=[CH:36][CH:35]=1. Reported procedure: Following the procedure (step 1, scheme 31) used to prepare compound 31-2, compound 33-4 gave compound 33-5 in 96% yield as a yellow solid. LRMS: calc 404.0 and found: 405.0 [M+1]. Starting materials: [F-].C(CCC)[N+](CCCC)(CCCC)CCCC (tetrabutylammonium fluoride), C(C)(=O)N (acetamide), BrC(C(=O)OCC)CCCCCC (ethyl 2-bromooctanoate), ice, [F-].[K+] (potassium fluoride), BrBr (bromine). Solvent: S(=S)(=O)([O-])[O-].[Na+].[Na+] (sodium thiosulfate). Reaction conditions: temperature 80 celsius. Yields the product FC(C(=O)OCC)CCCCCC (Ethyl 2-fluorooctanoate). Isolated yield 38.4%. Reaction SMILES: C(N)(=O)C.Br[CH:6]([CH2:12][CH2:13][CH2:14][CH2:15][CH2:16][CH3:17])[C:7]([O:9][CH2:10][CH3:11])=[O:8].[F-:18].[K+].[F-].C([N+](CCCC)(CCCC)CCCC)CCC.BrBr>S([O-])([O-])(=O)=S.[Na+].[Na+]>[F:18][CH:6]([CH2:12][CH2:13][CH2:14][CH2:15][CH2:16][CH3:17])[C:7]([O:9][CH2:10][CH3:11])=[O:8] |f:2.3,4.5,7.8.9|. Reported procedure: --A mixture of acetamide (49 g) and ethyl 2-bromooctanoate 64 (100 ml, 0.464 mol) was heated at 80° C. (reaction temperature) with mechanical stirring under nitrogen until homogeneous. Anhydrous potassium fluoride (49.3 g, 0.84 mol) was added followed by tetrabutylammonium fluoride (3.25 ml). The mixture was heated for 5 h at 140° C. with rapid stirring and allowed to cool to 90° C. prior to pouring into ice (400 ml). The reaction vessel was rinsed with water and dichloromethane which were added... Solvent: C1CCOC1 (THF). The reactants are C1CCN(CC1)C(=O)N=NC(=O)N2CCCCC2 (ADDP), C(CCC)P(CCCC)CCCC (tri-n-butylphosphine), COC(CC1=CSC2=C1C(=CC(=C2F)O)C)=O (methyl(7-fluoro-6-hydroxy-4-methyl-1-benzothiophen-3-yl)acetate), CN1N=C(C=C1CO)C(F)(F)F ((1-methyl-3-(trifluoromethyl)-1H-pyrazol-5-yl)methanol). Isolated yield 95.8%. Product: COC(CC1=CSC2=C1C(=CC(=C2F)OCC2=CC(=NN2C)C(F)(F)F)C)=O (Methyl(7-fluoro-4-methyl-6-((1-methyl-3-(trifluoromethyl)-1H-pyrazol-5-yl)methoxy)-1-benzothiophen-3-yl)acetate). Run at time 8 hour. Procedure details: To a mixture of tri-n-butylphosphine (0.338 mL), methyl(7-fluoro-6-hydroxy-4-methyl-1-benzothiophen-3-yl)acetate (131.3 mg), (1-methyl-3-(trifluoromethyl)-1H-pyrazol-5-yl)methanol (93 mg) and THF (4.0 mL) was added ADDP (284 mg) at room temperature. The mixture was stirred overnight at room temperature under nitrogen atmosphere. The mixture was concentrated. To the residue was added IPE and the precipitate was filtered off. The filtrate was concentrated in vacuo. The residue was purified by sili... As a reaction SMILES: C(P(CCCC)CCCC)CCC.[CH3:14][O:15][C:16](=[O:30])[CH2:17][C:18]1[C:22]2[C:23]([CH3:29])=[CH:24][C:25]([OH:28])=[C:26]([F:27])[C:21]=2[S:20][CH:19]=1.[CH3:31][N:32]1[C:36]([CH2:37]O)=[CH:35][C:34]([C:39]([F:42])([F:41])[F:40])=[N:33]1.C1CCN(C(N=NC(N2CCCCC2)=O)=O)CC1>C1COCC1>[CH3:14][O:15][C:16](=[O:30])[CH2:17][C:18]1[C:22]2[C:23]([CH3:29])=[CH:24][C:25]([O:28][CH2:37][C:36]3[N:32]([CH3:31])[N:33]=[C:34]([C:39]([F:42])([F:40])[F:41])[CH:35]=3)=[C:26]([F:27])[C:21]=2[S:20][CH:19]=1.